From a dataset of the Open Reaction Database (ORD), a public repository of structured organic reaction records. describe an organic reaction: reactants, conditions, products, and yield Solvent: CO (methanol). Isolated yield 34.0%. RXN SMILES: [CH3:1][C:2]1[C:8](=[O:9])[C:7]2[N:10]3[C@@:14]([O:21][CH3:22])([C@H:15]([CH2:16][O:17][C:18]([NH2:20])=[O:19])[C:6]=2[C:4](=[O:5])[C:3]=1OC)[C@H:13]1[N:23]([CH3:24])[C@H:12]1[CH2:11]3.[Cl:27][C:28](=[CH2:31])[CH2:29][NH2:30]>CO>[C:18](=[O:17])([OH:19])[NH2:20].[OH:17][CH2:16][CH:15]1[C:6]2[C:4](=[O:5])[C:3]([NH:30][CH2:29][C:28]([Cl:27])=[CH2:31])=[C:2]([CH3:1])[C:8](=[O:9])[C:7]=2[N:10]2[CH2:11][CH:12]3[N:23]([CH3:24])[CH:13]3[C:14]12[O:21][CH3:22] |f:3.4|. Reactants: CC1=C(C(=O)C2=C(C1=O)N3C[C@H]4[C@@H]([C@@]3([C@@H]2COC(=O)N)OC)N4C)OC (N-methylmitomycin A), ClC(CN)=C (2-chloroallylamine). The product is C(N)(O)=O.OCC1C2(N(C=3C(C(=C(C(C13)=O)NCC(=C)Cl)C)=O)CC1C2N1C)OC (1,1a,2,8,8a,8b-Hexahydro-8-(hydroxymethyl)-8a-methoxy-1,5-dimethyl-6-(2-chloroallylamino)-azirino[2',3':3,4]pyrrolo-[1,2-a]indole-4,7-dione carbamate). Procedure: A solution of 50 mg (0.138 mmol) of N-methylmitomycin A in 6 ml of anhydrous methanol was stirred with 0.2 ml of 2-chloroallylamine. The progress of the reaction was checked periodically by TLC and appeared to be complete in 3 hours. The solvent was then evaporated under reduced pressure and the residue was chromatographed using silica-gel as adsorbent. The fraction obtained by eluting the column with a mixture of chloroform and ethyl acetate (1:1 by volume) was evaporated under reduced pressure... Conditions: time 3 hour. The reactants are C(C)C1=CC=C(NC(C)=O)C=C1 (4-ethyl-N-acetyl-aniline), [N+](=O)(O)[O-] (nitric acid). Solvent: C(C)(=O)OC(C)=O (acetic anhydride), C(C)(=O)O (acetic acid), C(C)(=O)O (acetic acid). Conditions: temperature 0 celsius, time 2 hour. Product: C(C)C1=CC(=C(NC(C)=O)C=C1)[N+](=O)[O-] (4-ethyl-2-nitro-N-acetyl-aniline). As a reaction SMILES: [CH2:1]([C:3]1[CH:12]=[CH:11][C:6]([NH:7][C:8](=[O:10])[CH3:9])=[CH:5][CH:4]=1)[CH3:2].[N+:13]([O-])([OH:15])=[O:14]>C(OC(=O)C)(=O)C.C(O)(=O)C>[CH2:1]([C:3]1[CH:12]=[CH:11][C:6]([NH:7][C:8](=[O:10])[CH3:9])=[C:5]([N+:13]([O-:15])=[O:14])[CH:4]=1)[CH3:2]. Procedure details: A stirred solution of 4-ethyl-N-acetyl-aniline [3 g, Reference Example 33(a)] in acetic anhydride (8 mL) and acetic acid (4 mL), at −5° C., was treated dropwise with a mixture of acetic acid (1.75 mL) and concentrated nitric acid (1.22 mL). The mixture was warmed to 0° C., then stirred at 0° C. for 2 hours and then poured onto water. This mixture was evaporated and the resulting oil was partitioned between ethyl acetate and water. The organic layer was dried over magnesium sulfate and then evapo... Reactants: C(=O)N(C(CC1=C(C=CC=C1)NC)C=1SC=CC1C)C (N-Formyl-N-methyl-2-methylamino-α-(3-methyl-2-thienyl)benzenethanamine), Cl (hydrochloric acid), Cl (hydrogen chloride). The solvent is C(C)OCC (diethyl ether), CO (methanol). The product is Cl.Cl.CNC(CC1=C(C=CC=C1)NC)C=1SC=CC1C (N-Methyl-2 methylamino-α-(3-methyl-2-thienyl )-benzeneethanamine dihydrochloride). As a reaction SMILES: [CH:1]([N:3](C)[CH:4]([C:14]1[S:15][CH:16]=[CH:17][C:18]=1[CH3:19])[CH2:5][C:6]1[CH:11]=[CH:10][CH:9]=[CH:8][C:7]=1[NH:12][CH3:13])=O.[ClH:21]>C(OCC)C.CO>[ClH:21].[ClH:21].[CH3:1][NH:3][CH:4]([C:14]1[S:15][CH:16]=[CH:17][C:18]=1[CH3:19])[CH2:5][C:6]1[CH:11]=[CH:10][CH:9]=[CH:8][C:7]=1[NH:12][CH3:13] |f:4.5.6|. Procedure: N-Formyl-N-methyl-2-methylamino-α-(3-methyl-2-thienyl)benzenethanamine (4.1 g) was treated with 18 ml of 3N hydrochloric acid. After refluxing for 1.5 hours the solution was decanted over ice, basified with 12 ml of a 50% aqueous sodium hydroxide solution and extracted with dichloromethane (3×60 ml). The organic phase was dried over anhydrous sodium sulfate and concentrated to an oil. Purification of the oil was accomplished by HPLC (Water's Associates Prep LC/System 500, silica gel, elution wit... Starting materials: 4, CC(=C)C(=O)OCCN(C)C (DMAEMA), C1(=CC=CC=C1)C (toluene), CC=1C=CC(=CC1)S(=O)(=O)C (methyl p-toluene sulfonate), CC=1C=CC(=CC1)S(=O)(=O)C (methyl p-toluene sulfonate), C1(=CC=CC=C1)C (toluene), methyl p-toluene sulfonate quaternary ammonium, CC(=C)C(=O)OCCN(C)C (DMAEMA), CC=1C=CC(=CC1)S(=O)(=O)C (methyl p-toluene sulfonate), CC(=C)C(=O)OCCN(C)C (DMAEMA). Reaction conditions: temperature 55 celsius, time 1 hour. Product: S(=O)(=O)(OC)C1=CC=C(C)C=C1 (Methyl Tosylate). RXN SMILES: CC(C([O:6][CH2:7]CN(C)C)=O)=C.CC1C=CC([S:19](C)(=[O:21])=[O:20])=CC=1.[C:23]1([CH3:29])[CH:28]=[CH:27][CH:26]=[CH:25][CH:24]=1>>[S:19]([C:26]1[CH:27]=[CH:28][C:23]([CH3:29])=[CH:24][CH:25]=1)([O:6][CH3:7])(=[O:21])=[O:20]. Reported procedure: To a 500 milliliter 4 neck round bottom flask equipped with a mechanical stirrer, an argon inlet and outlet on top of a water condenser, and a thermometer was charged 204.1 grams of the AB diblock copolymer toluene solution, prepared as described in Example I, and 110 grams of additional toluene solvent. This solution contains about 100 grams (49 weight percent of solids) of block copolymer of which 19.15 grams (0.1218 mole) are DMAEMA repeat units as determined by 1H-NMR. To this vigorously sti... The reactants are C1CCOC1, Cc1cccc(-c2ccccc2C(O)C(F)(F)F)c1, [H-], Nc1nc(Cl)cc(Cl)n1, [Na+]. Yields the product Cc1cccc(-c2ccccc2C(Oc2cc(Cl)nc(N)n2)C(F)(F)F)c1. Reaction SMILES: [CH2:31]1[O:32][CH2:33][CH2:34][CH2:35]1.[F:1][C:2]([CH:3]([OH:4])[c:5]1[c:6](-[c:11]2[cH:12][c:13]([CH3:17])[cH:14][cH:15][cH:16]2)[cH:7][cH:8][cH:9][cH:10]1)([F:18])[F:19].[H-:21].[NH2:22][c:23]1[n:24][c:25]([Cl:30])[cH:26][c:27]([Cl:29])[n:28]1.[Na+:20]>>[F:1][C:2]([CH:3]([O:4][c:27]1[cH:26][c:25]([Cl:30])[n:24][c:23]([NH2:22])[n:28]1)[c:5]1[c:6](-[c:11]2[cH:12][c:13]([CH3:17])[cH:14][cH:15][cH:16]2)[cH:7][cH:8][cH:9][cH:10]1)([F:18])[F:19]. Reactants: NC=1SC=C(N1)/C(/C(=O)O)=N/OC(C1=CC=CC=C1)(C1=CC=CC=C1)C1=CC=CC=C1 (2-(2-aminothiazol-4-yl)-2-(Z)-trityloxyiminoacetic acid), C([O-])([O-])=O.[K+].[K+] (potassium carbonate), CS(=O)(=O)Cl (methanesulfonyl chloride), N[C@H]1[C@@H]2N(C(=C(CS2)SC2=CN=NS2)C(=O)OC(C2=CC=CC=C2)C2=CC=CC=C2)C1=O (diphenylmethyl 7β-amino-3-[(1,2,3-thiadiazol-5-yl)thio]-3-cephem-4-carboxylate), C[Si](C)(C)C(C(=O)N)[Si](C)(C)C (bis-trimethylsilylacetamide), ice water. The solvent is CN(C(C)=O)C (N,N-dimethylacetamide), CN(C(C)=O)C (N,N-dimethylacetamide), C(C)(=O)OCC (ethyl acetate). Reaction conditions: time 30 minute. Product: NC=1SC=C(N1)/C(/C(=O)N[C@H]1[C@@H]2N(C(=C(CS2)SC2=CN=NS2)C(=O)OC(C2=CC=CC=C2)C2=CC=CC=C2)C1=O)=N/OC(C1=CC=CC=C1)(C1=CC=CC=C1)C1=CC=CC=C1 (diphenylmethyl 7β-[2-(2-aminothiazol-4-yl)-2-(Z)-(trityloxyimino)acetamido]-3-[(1,2,3-thiadiazol-5-yl)thio]-3-cephem-4-carboxylate). The yield is 81.5%. RXN SMILES: [NH2:1][C:2]1[S:3][CH:4]=[C:5](/[C:7](=[N:11]/[O:12][C:13]([C:26]2[CH:31]=[CH:30][CH:29]=[CH:28][CH:27]=2)([C:20]2[CH:25]=[CH:24][CH:23]=[CH:22][CH:21]=2)[C:14]2[CH:19]=[CH:18][CH:17]=[CH:16][CH:15]=2)/[C:8](O)=[O:9])[N:6]=1.C(=O)([O-])[O-].[K+].[K+].CS(Cl)(=O)=O.[NH2:43][C@@H:44]1[C:73](=[O:74])[N:46]2[C:47]([C:57]([O:59][CH:60]([C:67]3[CH:72]=[CH:71][CH:70]=[CH:69][CH:68]=3)[C:61]3[CH:66]=[CH:65][CH:64]=[CH:63][CH:62]=3)=[O:58])=[C:48]([S:51][C:52]3[S:56][N:55]=[N:54][CH:53]=3)[CH2:49][S:50][C@H:45]12.C[Si](C([Si](C)(C)C)C(N)=O)(C)C>CN(C)C(=O)C.C(OCC)(=O)C>[NH2:1][C:2]1[S:3][CH:4]=[C:5](/[C:7](=[N:11]/[O:12][C:13]([C:20]2[CH:25]=[CH:24][CH:23]=[CH:22][CH:21]=2)([C:14]2[CH:15]=[CH:16][CH:17]=[CH:18][CH:19]=2)[C:26]2[CH:31]=[CH:30][CH:29]=[CH:28][CH:27]=2)/[C:8]([NH:43][C@@H:44]2[C:73](=[O:74])[N:46]3[C:47]([C:57]([O:59][CH:60]([C:67]4[CH:68]=[CH:69][CH:70]=[CH:71][CH:72]=4)[C:61]4[CH:66]=[CH:65][CH:64]=[CH:63][CH:62]=4)=[O:58])=[C:48]([S:51][C:52]4[S:56][N:55]=[N:54][CH:53]=4)[CH2:49][S:50][C@H:45]23)=[O:9])[N:6]=1 |f:1.2.3|. Procedure: To a solution of 2-(2-aminothiazol-4-yl)-2-(Z)-trityloxyiminoacetic acid (2.87 g) in N,N-dimethylacetamide (28.7 ml) was added potassium carbonate (0.925 g) and methanesulfonyl chloride (1.04 ml) under ice-cooling. After stirring at the same temperature for 30 minutes, the mixture was added dropwise to a solution of diphenylmethyl 7β-amino-3-[(1,2,3-thiadiazol-5-yl)thio]-3-cephem-4-carboxylate (3.23 g) and bis-trimethylsilylacetamide (9.93 ml) in N,N-dimethylacetamide (32.3 ml) under ice-cooling... Yields the product N1(C=NC=C1)CCCCC1=C(N=C(S1)N1CC2=C(C=CC=C2CC1)C(NC=1SC2=C(N1)C=CC=C2)=O)C(=O)O (5-(4-(1H-imidazol-1-yl)butyl)-2-(8-(benzo[d]thiazol-2-ylcarbamoyl)-3,4-dihydroisoquinolin-2(1H)-yl)thiazole-4-carboxylic acid). The reactants are S1C(=NC2=C1C=CC=C2)NC(=O)C=2C=CC=C1CCN(CC21)C=2SC(=C(N2)C(=O)OCC)CCCI (ethyl 2-(8-(benzo[d]thiazol-2-ylcarbamoyl)-3,4-dihydroisoquinolin-2(1H)-yl)-5-(3-iodopropyl)thiazole-4-carboxylate), ester, N1C=NC=C1 (imidazole), C1(=CC=CC=C1)O (phenol). Reported procedure: The title compound 72 was prepared by substituting compound 42C for compound 2C and imidazole for phenol in step 4 of Example 2. The alkylation intermediate was not isolated prior to ester hydrolysis. After precipitation of the desired product, the solid was purified by HPLC (Preparative reverse phase HPLC was performed on an automated Gilson HPLC system, using a SymmetryPrep Shield RP18 prep cartridge, 250 mm×21.20 mm i.d., 10 um, and a flow rate of 25 mL/min; λ=214, 245 nm; mobile phase A, 0.1... RXN SMILES: [S:1]1[C:5]2[CH:6]=[CH:7][CH:8]=[CH:9][C:4]=2[N:3]=[C:2]1[NH:10][C:11]([C:13]1[CH:14]=[CH:15][CH:16]=[C:17]2[C:22]=1[CH2:21][N:20]([C:23]1[S:24][C:25]([CH2:33][CH2:34][CH2:35]I)=[C:26]([C:28]([O:30]CC)=[O:29])[N:27]=1)[CH2:19][CH2:18]2)=[O:12].[NH:37]1[CH:41]=[CH:40][N:39]=[CH:38]1.[C:42]1(O)C=CC=CC=1>>[N:37]1([CH2:42][CH2:35][CH2:34][CH2:33][C:25]2[S:24][C:23]([N:20]3[CH2:19][CH2:18][C:17]4[C:22](=[C:13]([C:11](=[O:12])[NH:10][C:2]5[S:1][C:5]6[CH:6]=[CH:7][CH:8]=[CH:9][C:4]=6[N:3]=5)[CH:14]=[CH:15][CH:16]=4)[CH2:21]3)=[N:27][C:26]=2[C:28]([OH:30])=[O:29])[CH:41]=[CH:40][N:39]=[CH:38]1.